Dataset: the Open Reaction Database (ORD), a public repository of structured organic reaction records. Task: describe an organic reaction: reactants, conditions, products, and yield The reactants are CC(=O)[O-], CC(=O)[O-], CC(=O)[O-], CC(=O)[O-], COc1cc(C)cc(OC)c1B(O)O, ClC(Cl)Cl, ClCCl, [Pb+4]. The product is CC(=O)[O-], CC(=O)[O-], CC(=O)[O-], COc1cc(C)cc(OC)c1[Pb+3]. As a reaction SMILES: [C:13]([O-:14])(=[O:15])[CH3:16].[C:1]([CH3:2])(=[O:3])[O-:4].[C:5]([CH3:6])(=[O:7])[O-:8].[C:9]([CH3:10])(=[O:11])[O-:12].[CH3:18][O:19][c:20]1[c:21]([B:29]([OH:30])[OH:31])[c:22]([O:27][CH3:28])[cH:23][c:24]([CH3:26])[cH:25]1.[CH:32]([Cl:33])([Cl:34])[Cl:35].[Cl:36][CH2:37][Cl:38].[Pb+4:17]>>[C:1]([CH3:2])(=[O:3])[O-:4].[C:5]([CH3:6])(=[O:7])[O-:8].[C:9]([CH3:10])(=[O:11])[O-:12].[Pb+3:17][c:21]1[c:20]([O:19][CH3:18])[cH:25][c:24]([CH3:26])[cH:23][c:22]1[O:27][CH3:28]. Reactants: [N+](=O)([O-])C1=CC=C(C=C1)C(=O)NC1=CC(=C(C=C1)C)NC1=NC=CC(=N1)C=1C=NC=CC1 ((4-Nitrophenyl)-N-{4-methyl-3 -[(4-(3-pyridyl)pyrimidin-2-yl)-amino]phenyl}-carboxamide), CN1CC(CC1)=O (1-methyl-3-pyrrolidinone). The solvent is CCO (EtOH). Conditions: time 8 hour. The product is CC1=C(C=C(C=C1)NC(=O)C1=CC=C(C=C1)NC1CN(CC1)C)NC1=NC=CC(=N1)C=1C=NC=CC1 (N-{4-methyl-3-[(4-(3-pyridyl)pyrimidin-2-yl)amino]phenyl}{4-[(1 -methylpyrrolidin-3-yl)amino]phenyl}carboxamide). Reaction SMILES: [N+:1]([C:4]1[CH:9]=[CH:8][C:7]([C:10]([NH:12][C:13]2[CH:18]=[CH:17][C:16]([CH3:19])=[C:15]([NH:20][C:21]3[N:26]=[C:25]([C:27]4[CH:28]=[N:29][CH:30]=[CH:31][CH:32]=4)[CH:24]=[CH:23][N:22]=3)[CH:14]=2)=[O:11])=[CH:6][CH:5]=1)([O-])=O.[CH3:33][N:34]1[CH2:38][CH2:37][C:36](=O)[CH2:35]1>CCO>[CH3:19][C:16]1[CH:17]=[CH:18][C:13]([NH:12][C:10]([C:7]2[CH:8]=[CH:9][C:4]([NH:1][CH:36]3[CH2:37][CH2:38][N:34]([CH3:33])[CH2:35]3)=[CH:5][CH:6]=2)=[O:11])=[CH:14][C:15]=1[NH:20][C:21]1[N:26]=[C:25]([C:27]2[CH:28]=[N:29][CH:30]=[CH:31][CH:32]=2)[CH:24]=[CH:23][N:22]=1. Procedure details: The above nitro compound was hydrogenated under hydrogen atomosphere in EtOH for 1 hour and filtered through Celite. To the solution was added NaBHCN (1.3 eq) and 1-methyl-3-pyrrolidinone (1 eq), the reaction was stirred at RT overnight and evaporated in vacuo and further purified by flash chromatography on silica gel afforded title compound. Mass: (M+1), 480. The reactants are C1COC(C)(CCCCl)O1 (5-chloro-2-pentanone ethylene ketal), FC(C=1C=C(C(=O)N2[C@@H](CNCC2)CC2=CNC3=CC=CC=C23)C=C(C1)C(F)(F)F)(F)F ((2R)-1-[3,5-bis(trifluoro-methyl)benzoyl]-2-(1H-indol-3-ylmethyl)piperazine), C(C)(C)N(CC)C(C)C (diisopropylethylamine), CN(C=O)C (dimethylformamide). The solvent is O (water). Reaction conditions: temperature 90 celsius. Yields the product FC(C=1C=C(C(=O)N2[C@@H](CN(CC2)CCCC2(OCCO2)C)CC2=CNC3=CC=CC=C23)C=C(C1)C(F)(F)F)(F)F ((2R)-1-[3,5-bis(trifluoromethyl)benzoyl]-2-(1H-indol-3-ylmethyl)-4-[3-(2-methyl-1,3-dioxolan-2-yl)propyl]piperazine). Yield: 39.9%. Reaction SMILES: [CH2:1]1[O:10][C:4]([CH2:6][CH2:7][CH2:8]Cl)([CH3:5])[O:3][CH2:2]1.[F:11][C:12]([F:42])([F:41])[C:13]1[CH:14]=[C:15]([CH:34]=[C:35]([C:37]([F:40])([F:39])[F:38])[CH:36]=1)[C:16]([N:18]1[CH2:23][CH2:22][NH:21][CH2:20][C@H:19]1[CH2:24][C:25]1[C:33]2[C:28](=[CH:29][CH:30]=[CH:31][CH:32]=2)[NH:27][CH:26]=1)=[O:17].C(N(C(C)C)CC)(C)C.CN(C)C=O>O>[F:40][C:37]([F:38])([F:39])[C:35]1[CH:34]=[C:15]([CH:14]=[C:13]([C:12]([F:11])([F:41])[F:42])[CH:36]=1)[C:16]([N:18]1[CH2:23][CH2:22][N:21]([CH2:8][CH2:7][CH2:6][C:4]2([CH3:5])[O:10][CH2:1][CH2:2][O:3]2)[CH2:20][C@H:19]1[CH2:24][C:25]1[C:33]2[C:28](=[CH:29][CH:30]=[CH:31][CH:32]=2)[NH:27][CH:26]=1)=[O:17]. Procedure: A mixture of 5-chloro-2-pentanone ethylene ketal (0.54 g), (2R)-1-[3,5-bis(trifluoro-methyl)benzoyl]-2-(1H-indol-3-ylmethyl)piperazine (1.37 g), diisopropylethylamine (0.6 mL), and dimethylformamide (25 mL) was heated overnight, at 90°C. After cooling to room temperature the mixture was poured in water and extracted with ethyl acetate. The organic layer was dried (Na2SO4), and concentrated in vacuo. The residue was purified by flash chromatography (SiO2, CH2Cl2/MeOH 95/15) to afford (2R)-1-[3,5-... Reactants: [Br-].[Br-].O1CCOCC1 (1,4-dioxane dibromide), C(C)(=O)C=1C=CC(=C(C1)C1=NC2=C(C=CC=C2C(N1)=O)C)OCC (2-(5-acetyl-2-ethoxyphenyl)-8-methylquinazolin-4(3H)-one). Run in O1CCOCC1 (1,4-dioxane), O1CCOCC1 (1,4-dioxane). The product is BrCC(=O)C=1C=CC(=C(C1)C1=NC2=C(C=CC=C2C(N1)=O)C)OCC (2-(5-bromoacetyl-2 -ethoxyphenyl)-8-methylquinazolin-4(3H)-one). RXN SMILES: [Br-:1].[Br-].O1CCOCC1.[C:9]([C:12]1[CH:13]=[CH:14][C:15]([O:30][CH2:31][CH3:32])=[C:16]([C:18]2[NH:27][C:26](=[O:28])[C:25]3[C:20](=[C:21]([CH3:29])[CH:22]=[CH:23][CH:24]=3)[N:19]=2)[CH:17]=1)(=[O:11])[CH3:10]>O1CCOCC1>[Br:1][CH2:10][C:9]([C:12]1[CH:13]=[CH:14][C:15]([O:30][CH2:31][CH3:32])=[C:16]([C:18]2[NH:27][C:26](=[O:28])[C:25]3[C:20](=[C:21]([CH3:29])[CH:22]=[CH:23][CH:24]=3)[N:19]=2)[CH:17]=1)=[O:11] |f:0.1.2|. Procedure details: A solution of 1,4-dioxane dibromide (0.5 g, 0.002 mol) in 1,4-dioxane (10 ml) was added dropwise to a stirred solution of 2-(5-acetyl-2-ethoxyphenyl)-8-methylquinazolin-4(3H)-one (Preparation 15; 0.64 g, 0.002 mol) in 1,4-dioxane (40 ml) and the resulting mixture heated under reflux for 2 hours. The precipitate which formed in the cool reaction mixture was collected by filtration, washed with 1,4-dioxane followed by diethyl ether, and air-dried to give 2-(5-bromoacetyl-2 -ethoxyphenyl)-8-methylq...